This data is from the Open Reaction Database (ORD), a public repository of structured organic reaction records. The task is: describe an organic reaction: reactants, conditions, products, and yield Reactants: aqueous solution, CNC (dimethylamine), NC=1N=C(C2=C(N1)N(N=N2)CC2=C(C=CC=C2)F)Cl (5-amino-7-chloro-3-(2-fluorobenzyl)-3H-1,2,3-triazolo[4,5-d]pyrimidine). Run in C(C)O (ethanol). Reaction conditions: time 2 hour. Yields the product NC=1N=C(C2=C(N1)N(N=N2)CC2=C(C=CC=C2)F)N(C)C (5-amino-7-(N,N-dimethylamino)-3-(2-fluorobenzyl)-3H-1,2,3-triazolo[4,5-d]pyrimidine). Reaction SMILES: [NH2:1][C:2]1[N:3]=[C:4](Cl)[C:5]2[N:10]=[N:9][N:8]([CH2:11][C:12]3[CH:17]=[CH:16][CH:15]=[CH:14][C:13]=3[F:18])[C:6]=2[N:7]=1.[CH3:20][NH:21][CH3:22]>C(O)C>[NH2:1][C:2]1[N:3]=[C:4]([N:21]([CH3:22])[CH3:20])[C:5]2[N:10]=[N:9][N:8]([CH2:11][C:12]3[CH:17]=[CH:16][CH:15]=[CH:14][C:13]=3[F:18])[C:6]=2[N:7]=1. Procedure details: 2.8 g (10 mmol) of 5-amino-7-chloro-3-(2-fluorobenzyl)-3H-1,2,3-triazolo[4,5-d]pyrimidine are dissolved in 150 ml of ethanol while heating at 40°-50°, and 10 ml of an aqueous solution of dimethylamine (40%) is added to the resulting solution. The reaction mixture is left to stand at room temperature for 2 hours. The precipitated product is then filtered off with suction and washed with water. Recrystallisation from ethanol yields 5-amino-7-(N,N-dimethylamino)-3-(2-fluorobenzyl)-3H-1,2,3-triazolo... Starting materials: Cl (hydrochloric acid), C(=O)N1C(CC(CC1C(=O)OCC)=C)C(=O)OCC (Diethyl 1-formyl-4-methylene-2,6-piperidine dicarboxylate). Run in C(C)O (ethanol). Product: C=C1CC(NC(C1)C(=O)OCC)C(=O)OCC (Diethyl 4-methylene-2,6-piperidine dicarboxylate). The yield is 79.7%. RXN SMILES: Cl.C([N:4]1[CH:9]([C:10]([O:12][CH2:13][CH3:14])=[O:11])[CH2:8][C:7](=[CH2:15])[CH2:6][CH:5]1[C:16]([O:18][CH2:19][CH3:20])=[O:17])=O>C(O)C>[CH2:15]=[C:7]1[CH2:6][CH:5]([C:16]([O:18][CH2:19][CH3:20])=[O:17])[NH:4][CH:9]([C:10]([O:12][CH2:13][CH3:14])=[O:11])[CH2:8]1. Procedure details: 1.5 ml of 12N hydrochloric acid were added to a solution of 2.8 g of the product of Step C of Example 5 and 30 ml of ethanol and the reaction mixture was refluxed for 2 hours. After evaporation to dryness, the residue was taken up in ethyl acetate and washed with 10% sodium bicarbonate. The organic phase was dried, filtered and evaporated to dryness to obtain 2.0 g of product which was purified on silica eluting with a cyclohexane-ethyl acetate (8-2) mixture to obtain 0.730 g of the cis product ... Reactants: O=C([O-])[O-], COS(=O)(=O)OC, CC(C)=O, [K+], [K+], CC(C)(C)OC(=O)N1CCC(c2ccc(O)cc2)C(O)C1. The product is COc1ccc(C2CCN(C(=O)OC(C)(C)C)CC2O)cc1. Reaction SMILES: [C:22](=[O:23])([O-:24])[O-:25].[CH3:28][O:29][S:30]([O:31][CH3:32])(=[O:33])=[O:34].[CH3:35][C:36](=[O:37])[CH3:38].[K+:26].[K+:27].[OH:1][CH:2]1[CH2:3][N:4]([C:15](=[O:16])[O:17][C:18]([CH3:19])([CH3:20])[CH3:21])[CH2:5][CH2:6][CH:7]1[c:8]1[cH:9][cH:10][c:11]([OH:14])[cH:12][cH:13]1>>[OH:1][CH:2]1[CH2:3][N:4]([C:15](=[O:16])[O:17][C:18]([CH3:19])([CH3:20])[CH3:21])[CH2:5][CH2:6][CH:7]1[c:8]1[cH:9][cH:10][c:11]([O:14][CH3:22])[cH:12][cH:13]1. Reactants: C[Si]([N-][Si](C)(C)C)(C)C.[Li+] (lithium hexamethyldisilazide), C(C)(C)(C)OC(=O)[C@@]1(CN(C(C1)=O)[C@H](C)C1=CC=CC=C1)CCCO[Si](C)(C)C(C)(C)C ((3S)-3-[3-(tert-Butyldimethylsilyloxy)-1-propyl]-5-oxo-1-[(1R)-1-phenylethyl]pyrrolidine-3-carboxylic acid tert-butyl ester), C1=CC=C(C=C1)S(=O)(=O)N(F)S(=O)(=O)C2=CC=CC=C2 (N-fluorobenzenesulfonimide). Solvent: O1CCCC1 (tetrahydrofuran), O1CCCC1 (tetrahydrofuran). Conditions: temperature -5 celsius, time 30 minute. The product is C(C)(C)(C)OC(=O)[C@@]1(CN(C(C1F)=O)[C@H](C)C1=CC=CC=C1)CCCO[Si](C)(C)C(C)(C)C ((3S)-3-[3-(tert-Butyldimethylsilyloxy)-1-propyl]-4-fluoro-5-oxo-1-[(1R)-1-phenylethyl]pyrrolidine-3-carboxylic acid tert-butyl ester). Yield: 26.1%. RXN SMILES: [C:1]([O:5][C:6]([C@@:8]1([CH2:22][CH2:23][CH2:24][O:25][Si:26]([C:29]([CH3:32])([CH3:31])[CH3:30])([CH3:28])[CH3:27])[CH2:12][C:11](=[O:13])[N:10]([C@@H:14]([C:16]2[CH:21]=[CH:20][CH:19]=[CH:18][CH:17]=2)[CH3:15])[CH2:9]1)=[O:7])([CH3:4])([CH3:3])[CH3:2].C[Si](C)(C)[N-][Si](C)(C)C.[Li+].C1C=CC(S(N(S(C2C=CC=CC=2)(=O)=O)[F:53])(=O)=O)=CC=1>O1CCCC1>[C:1]([O:5][C:6]([C@@:8]1([CH2:22][CH2:23][CH2:24][O:25][Si:26]([C:29]([CH3:31])([CH3:30])[CH3:32])([CH3:28])[CH3:27])[CH:12]([F:53])[C:11](=[O:13])[N:10]([C@@H:14]([C:16]2[CH:17]=[CH:18][CH:19]=[CH:20][CH:21]=2)[CH3:15])[CH2:9]1)=[O:7])([CH3:4])([CH3:3])[CH3:2] |f:1.2|. Procedure: (3S)-3-[3-(tert-Butyldimethylsilyloxy)-1-propyl]-5-oxo-1-[(1R)-1-phenylethyl]pyrrolidine-3-carboxylic acid tert-butyl ester (30 g) was dissolved in tetrahydrofuran (280 mL), and the atmosphere was replaced with argon. Then, lithium hexamethyldisilazide (1.0 M solution in tetrahydrofuran) (78.0 mL) was added dropwise at −15° C., and the mixture was stirred at −5° C. for 30 minutes. After cooling to −15° C. again, a solution of N-fluorobenzenesulfonimide (26.6 g) in tetrahydrofuran (220 mL) was ad... The yield is 33.0%. Procedure details: The title compound was prepared from 5-(2-pyridyl)oxazole and 3-(4-(phenylthio)phenyl)propanoic acid (S44) using General Procedure B. PTLC (SiO2, 50% EtOAc-hexanes) afforded 11i (50 mg, 0.13 mmol, 33%) as an orange solid: 1H NMR (CDCl3, 500 MHz) 8.68-8.66 (m, 1H), 7.88 (s, 1H), 7.88-7.85 (m, 1H), 7.82 (td, 1H, J=7.7, 1.8 Hz), 7.34-7.28 (m, 7H), 7.24-7.20 (m, 2H), 3.46 (t, 2H, J=7.4 Hz), 3.10 (t, 2H, J=7.4 Hz); 13C NMR (CDCl3, 125 MHz) 187.1, 157.1, 153.4, 150.1, 146.2, 139.7, 137.1, 136.3, 132.9... The reactants are N1=C(C=CC=C1)C1=CN=CO1 (5-(2-pyridyl)oxazole), C1(=CC=CC=C1)SC1=CC=C(C=C1)CCC(=O)O (3-(4-(phenylthio)phenyl)propanoic acid). Reaction SMILES: [N:1]1[CH:6]=[CH:5][CH:4]=[CH:3][C:2]=1[C:7]1[O:11][CH:10]=[N:9][CH:8]=1.[C:12]1([S:18][C:19]2[CH:24]=[CH:23][C:22]([CH2:25][CH2:26][C:27](O)=[O:28])=[CH:21][CH:20]=2)[CH:17]=[CH:16][CH:15]=[CH:14][CH:13]=1>>[O:28]=[C:27]([C:10]1[O:11][C:7]([C:2]2[CH:3]=[CH:4][CH:5]=[CH:6][N:1]=2)=[CH:8][N:9]=1)[CH2:26][CH2:25][C:22]1[CH:23]=[CH:24][C:19]([S:18][C:12]2[CH:17]=[CH:16][CH:15]=[CH:14][CH:13]=2)=[CH:20][CH:21]=1. The product is EtOAc-hexanes, O=C(CCC1=CC=C(C=C1)SC1=CC=CC=C1)C=1OC(=CN1)C1=NC=CC=C1 (1-Oxo-1-[5-(2-pyridyl)oxazol-2-yl]-3-(4-(phenylthio)phenyl)propane). Procedure details: In the same manner as in Example 2 and using 1-(7-methyl-1-indan-1-ylpiperidin-4-yl)-1,3-dihydro-2H-benzimidazol-2-one, 2-{3-(7-methyl-1-indan-1-ylpiperidin-4-yl)-2,3-dihydro-2-oxo-benzimidazol-1-yl}-N-methylacetamide was synthesized, which was then converted to hydrochloride with 4N hydrochloric acid-ethyl acetate solution to give the title compound as a brown solid. Reactants: CC=1C=CC=C2CCC(C12)N1CCC(CC1)N1C(NC2=C1C=CC=C2)=O (1-(7-methyl-1-indan-1-ylpiperidin-4-yl)-1,3-dihydro-2H-benzimidazol-2-one), Cl.C(C)(=O)OCC (hydrochloric acid ethyl acetate), CC=1C=CC=C2CCC(C12)N1CCC(CC1)N1C(N(C2=C1C=CC=C2)CC(=O)NC)=O (2-{3-(7-methyl-1-indan-1-ylpiperidin-4-yl)-2,3-dihydro-2-oxo-benzimidazol-1-yl}-N-methylacetamide), Cl (hydrochloride). The product is Cl.CC=1C=CC=C2CCC(C12)N1CCC(CC1)N1C(N(C2=C1C=CC=C2)CC(=O)NC)=O (2-{3-(7-methyl-1-indan-1-ylpiperidin-4-yl)-2,3-dihydro-2-oxo-benzimidazol-1-yl}-N-methylacetamide hydrochloride). Reaction SMILES: CC1C=CC=C2C=1C(N1CCC(N3C4C=CC=CC=4NC3=O)CC1)CC2.[CH3:27][C:28]1[CH:29]=[CH:30][CH:31]=[C:32]2[C:36]=1[CH:35]([N:37]1[CH2:42][CH2:41][CH:40]([N:43]3[C:47]4[CH:48]=[CH:49][CH:50]=[CH:51][C:46]=4[N:45]([CH2:52][C:53]([NH:55][CH3:56])=[O:54])[C:44]3=[O:57])[CH2:39][CH2:38]1)[CH2:34][CH2:33]2.[ClH:58].Cl.C(OCC)(=O)C>>[ClH:58].[CH3:27][C:28]1[CH:29]=[CH:30][CH:31]=[C:32]2[C:36]=1[CH:35]([N:37]1[CH2:38][CH2:39][CH:40]([N:43]3[C:47]4[CH:48]=[CH:49][CH:50]=[CH:51][C:46]=4[N:45]([CH2:52][C:53]([NH:55][CH3:56])=[O:54])[C:44]3=[O:57])[CH2:41][CH2:42]1)[CH2:34][CH2:33]2 |f:3.4,5.6|.